This data is from the Open Reaction Database (ORD), a public repository of structured organic reaction records. The task is: describe an organic reaction: reactants, conditions, products, and yield Reactants: CCN=C=NCCCN(C)C, ClCCl, Cl, O=C(O)c1cccc(OC(F)(F)F)c1, Cc1nc(-c2ccc(CN)c(NCC(=O)OCc3ccccc3)c2)no1, CN(C)C=O, On1nnc2cccnc21. Product: Cc1nc(-c2ccc(CNC(=O)c3cccc(OC(F)(F)F)c3)c(NCC(=O)OCc3ccccc3)c2)no1. As a reaction SMILES: [CH3:38][CH2:39][N:40]=[C:41]=[N:42][CH2:43][CH2:44][CH2:45][N:46]([CH3:47])[CH3:48].[Cl:63][CH2:64][Cl:65].[ClH:1].[F:49][C:50]([O:51][c:52]1[cH:53][c:54]([C:55](=[O:56])[OH:57])[cH:58][cH:59][cH:60]1)([F:61])[F:62].[NH2:2][CH2:3][c:4]1[c:5]([NH:16][CH2:17][C:18](=[O:19])[O:20][CH2:21][c:22]2[cH:23][cH:24][cH:25][cH:26][cH:27]2)[cH:6][c:7](-[c:10]2[n:11][o:12][c:13]([CH3:15])[n:14]2)[cH:8][cH:9]1.[O:66]=[CH:67][N:68]([CH3:69])[CH3:70].[OH:28][n:29]1[c:30]2[n:31][cH:32][cH:33][cH:34][c:35]2[n:36][n:37]1>>[NH:2]([CH2:3][c:4]1[c:5]([NH:16][CH2:17][C:18](=[O:19])[O:20][CH2:21][c:22]2[cH:23][cH:24][cH:25][cH:26][cH:27]2)[cH:6][c:7](-[c:10]2[n:11][o:12][c:13]([CH3:15])[n:14]2)[cH:8][cH:9]1)[C:55]([c:54]1[cH:53][c:52]([O:51][C:50]([F:49])([F:61])[F:62])[cH:60][cH:59][cH:58]1)=[O:56]. The reactants are COC1=CC=C2C=CC(=NC2=N1)N1C(C2=CC=CC=C2C1=O)OCC(=O)O ([2-(7-methoxy-1,8-naphthyridin-2-yl)-3-oxo-1-isoindolinyloxy]acetic acid), N,'-carbonyldiimidazole, CNCCC (N-methylpropylamine). Run in CN(C=O)C (dimethylformamide). Product: COC1=CC=C2C=CC(=NC2=N1)N1C(C2=CC=CC=C2C1=O)OCC(=O)N(CCC)C ([2-(7-methoxy-1,8-naphthyridin-2yl)-3-oxo1 -isoindolinyloxy]-N-methyl-N-propylacetamide). The yield is 78.3%. As a reaction SMILES: [CH3:1][O:2][C:3]1[N:12]=[C:11]2[C:6]([CH:7]=[CH:8][C:9]([N:13]3[C:21](=[O:22])[C:20]4[C:15](=[CH:16][CH:17]=[CH:18][CH:19]=4)[CH:14]3[O:23][CH2:24][C:25]([OH:27])=O)=[N:10]2)=[CH:5][CH:4]=1.[CH3:28][NH:29][CH2:30][CH2:31][CH3:32]>CN(C)C=O>[CH3:1][O:2][C:3]1[N:12]=[C:11]2[C:6]([CH:7]=[CH:8][C:9]([N:13]3[C:21](=[O:22])[C:20]4[C:15](=[CH:16][CH:17]=[CH:18][CH:19]=4)[CH:14]3[O:23][CH2:24][C:25]([N:29]([CH3:28])[CH2:30][CH2:31][CH3:32])=[O:27])=[N:10]2)=[CH:5][CH:4]=1. Reported procedure: The procedure is as in Example 44, but starting with [2-(7-methoxy-1,8-naphthyridin-2-yl)-3-oxo-1-isoindolinyloxy]acetic acid (3.1 g) in anhydrous dimethylformamide (70 cc), N,'-carbonyldiimidazole (1.4 g) and N-methylpropylamine (0.6 g). After recrystallization in ethanol, [2-(7-methoxy-1,8-naphthyridin-2yl)-3-oxo1 -isoindolinyloxy]-N-methyl-N-propylacetamide (2.7 g), m.p. 160° C., is obtained. The reactants are Clc1ccccc1-c1nc2cccc(Br)n2c1NC1CCCCC1, CC[O-], [Na+]. Yields the product CCOc1cccc2nc(-c3ccccc3Cl)c(NC3CCCCC3)n12. Reaction SMILES: [Br:1][c:2]1[cH:3][cH:4][cH:5][c:6]2[n:7]1[c:8]([NH:18][CH:19]1[CH2:20][CH2:21][CH2:22][CH2:23][CH2:24]1)[c:9](-[c:11]1[c:12]([Cl:17])[cH:13][cH:14][cH:15][cH:16]1)[n:10]2.[CH3:26][CH2:27][O-:28].[Na+:25]>>[c:2]1([O:28][CH2:27][CH3:26])[cH:3][cH:4][cH:5][c:6]2[n:7]1[c:8]([NH:18][CH:19]1[CH2:20][CH2:21][CH2:22][CH2:23][CH2:24]1)[c:9](-[c:11]1[c:12]([Cl:17])[cH:13][cH:14][cH:15][cH:16]1)[n:10]2. Starting materials: FC(C1=NC2=C(N1C1=NC(=NC(=C1)N1CCOCC1)SC)C=CC=C2)F (2-(difluoromethyl)-1-[2-(methylsulfanyl)-6-morpholin-4-ylpyrimidin-4-yl]-1H-benzimidazole), ClC1=CC(=CC=C1)C(=O)OO (m-chloroperbenzoic acid), C([O-])(O)=O.[Na+] (sodium bicarbonate). Run in ClCCl (dichloromethane). Conditions: temperature 0 celsius, time 15 minute. The product is FC(C1=NC2=C(N1C1=NC(=NC(=C1)N1CCOCC1)S(=O)C)C=CC=C2)F (2-(difluoromethyl)-1-[2-(methylsulfinyl)-6-morpholin-4-ylpyrimidin-4-yl]-1H-benzimidazole). The yield is 89.5%. As a reaction SMILES: [F:1][CH:2]([F:26])[C:3]1[N:7]([C:8]2[CH:13]=[C:12]([N:14]3[CH2:19][CH2:18][O:17][CH2:16][CH2:15]3)[N:11]=[C:10]([S:20][CH3:21])[N:9]=2)[C:6]2[CH:22]=[CH:23][CH:24]=[CH:25][C:5]=2[N:4]=1.ClC1C=CC=C(C(OO)=[O:35])C=1.C(=O)(O)[O-].[Na+]>ClCCl>[F:26][CH:2]([F:1])[C:3]1[N:7]([C:8]2[CH:13]=[C:12]([N:14]3[CH2:19][CH2:18][O:17][CH2:16][CH2:15]3)[N:11]=[C:10]([S:20]([CH3:21])=[O:35])[N:9]=2)[C:6]2[CH:22]=[CH:23][CH:24]=[CH:25][C:5]=2[N:4]=1 |f:2.3|. Procedure: To a solution of 2-(difluoromethyl)-1-[2-(methylsulfanyl)-6-morpholin-4-ylpyrimidin-4-yl]-1H-benzimidazole (3 g) in dichloromethane (60 mL) was added m-chloroperbenzoic acid (75% wet) (1.9 g) under ice-cooling, and the mixture was stirred at 0° C. for 15 minutes. To the reaction mixture was added a saturated aqueous sodium bicarbonate solution, followed by extraction with dichloromethane. The organic layer was washed with water and saturated brine, and dried over anhydrous magnesium sulfate. The... The reactants are ClC(=O)OCCCl (2-chloroethyl chloroformate), NC1=CC(=C(C=C1)OC)[N+](=O)[O-] (4-amino-2-nitroanisole), [OH-].[Ca+2].[OH-] (calcium hydroxide), COCCOCCOCCOCCOC (tetraethylene glycol dimethylether). Run in COCCOC (monoethylene glycol dimethylether). Product: OCCNC1=CC(=C(C=C1)OC)[N+](=O)[O-] (4-(2-hydroxyethylamino)-2-nitroanisole). Reaction SMILES: [NH2:1][C:2]1[CH:7]=[CH:6][C:5]([O:8][CH3:9])=[C:4]([N+:10]([O-:12])=[O:11])[CH:3]=1.[OH-].[Ca+2].[OH-].C[O:17][CH2:18][CH2:19]OCCOCCOCCOC.ClC(OCCCl)=O>COCCOC>[OH:17][CH2:18][CH2:19][NH:1][C:2]1[CH:7]=[CH:6][C:5]([O:8][CH3:9])=[C:4]([N+:10]([O-:12])=[O:11])[CH:3]=1 |f:1.2.3|. Procedure: A mixture of 168.2 g of 4-amino-2-nitroanisole, 42.8 g of calcium hydroxide and 5 g of tetraethylene glycol dimethylether in 1500 g of aqueous monoethylene glycol dimethylether is reacted in accordance with the instructions of Example 1 with 150 g of 2-chloroethyl chloroformate and, after separation of the phases, with 370.6 g of 50% strength potassium hydroxide. After working up analogously to Example 1, yellow-red crystals are obtained. Reactants: CCCBr, CCCC[N+](CCCC)(CCCC)CCCC, [H-], [I-], [Na+], CN(C)C=O, O, O=C1Nc2ccccc2C(c2ccccc2)N1C1CCN(Cc2cccc(CO)c2)CC1. The product is CCCN1C(=O)N(C2CCN(Cc3cccc(CO)c3)CC2)C(c2ccccc2)c2ccccc21. RXN SMILES: [Br:35][CH2:36][CH2:37][CH3:38].[CH2:46]([N+:47]([CH2:48][CH2:49][CH2:50][CH3:51])([CH2:52][CH2:53][CH2:54][CH3:55])[CH2:56][CH2:57][CH2:58][CH3:59])[CH2:60][CH2:61][CH3:62].[H-:33].[I-:45].[Na+:34].[O:40]=[CH:41][N:42]([CH3:43])[CH3:44].[OH2:39].[OH:1][CH2:2][c:3]1[cH:4][c:5]([CH2:6][N:7]2[CH2:8][CH2:9][CH:10]([N:13]3[C:14](=[O:29])[NH:15][c:16]4[cH:17][cH:18][cH:19][cH:20][c:21]4[CH:22]3[c:23]3[cH:24][cH:25][cH:26][cH:27][cH:28]3)[CH2:11][CH2:12]2)[cH:30][cH:31][cH:32]1>>[OH:1][CH2:2][c:3]1[cH:4][c:5]([CH2:6][N:7]2[CH2:8][CH2:9][CH:10]([N:13]3[C:14](=[O:29])[N:15]([CH2:36][CH2:37][CH3:38])[c:16]4[cH:17][cH:18][cH:19][cH:20][c:21]4[CH:22]3[c:23]3[cH:24][cH:25][cH:26][cH:27][cH:28]3)[CH2:11][CH2:12]2)[cH:30][cH:31][cH:32]1. Solvent: O (water), O1CCOCC1 (dioxane), O1CCOCC1 (dioxane), O1CCOCC1 (dioxane), O1CCOCC1 (dioxane). Reagents/catalysts: [Pd](Cl)Cl.C(C)(C)(C)P([C-]1C=CC=C1)C(C)(C)C.[C-]1(C=CC=C1)P(C(C)(C)C)C(C)(C)C.[Fe+2] (1,1′-bis(di-tert-butylphosphino) ferrocene palladium dichloride). Run at temperature 120 celsius, time 2 hour. The product is BrC1=CC2=C(CCO2)C=C1 (6-bromo-2,3-dihydrobenzofuran), solution, [O-]P(=O)([O-])[O-].[K+].[K+].[K+] (K3PO4), ClC1=C(C=C2C(=CNC2=C1)C(=O)OC)C1=CC2=C(CCO2)C=C1 (methyl 6-chloro-5-(2,3-dihydrobenzofuran-6-yl)-1H-indole-3-carboxylate). Starting materials: solution, ClC1=C(C=C2C(=CNC2=C1)C(=O)OC)B1OCC(CO1)(C)C (methyl 6-chloro-5-(5,5-dimethyl-1,3,2-dioxaborinan-2-yl)-1H-indole-3-carboxylate), ClC1=C(C=C2C(=CNC2=C1)C(=O)OC)B1OCC(CO1)(C)C (methyl 6-chloro-5-(5,5-dimethyl-1,3,2-dioxaborinan-2-yl)-1H-indole-3-carboxylate), aqueous solution, [O-]P(=O)([O-])[O-].[K+].[K+].[K+] (K3PO4), BrC1=CC2=C(CCO2)C=C1 (6-bromo-2,3-dihydrobenzofuran). Reaction SMILES: [Cl:1][C:2]1[CH:10]=[C:9]2[C:5]([C:6]([C:11]([O:13][CH3:14])=[O:12])=[CH:7][NH:8]2)=[CH:4][C:3]=1B1OCC(C)(C)CO1.[Br:23][C:24]1[CH:32]=[CH:31][C:27]2[CH2:28][CH2:29][O:30][C:26]=2[CH:25]=1.[O-:33][P:34]([O-:37])([O-:36])=[O:35].[K+:38].[K+].[K+]>O1CCOCC1.O.[Pd](Cl)Cl.C(P(C(C)(C)C)[C-]1C=CC=C1)(C)(C)C.[C-]1(P(C(C)(C)C)C(C)(C)C)C=CC=C1.[Fe+2]>[Br:23][C:24]1[CH:32]=[CH:31][C:27]2[CH2:28][CH2:29][O:30][C:26]=2[CH:25]=1.[O-:35][P:34]([O-:37])([O-:36])=[O:33].[K+:38].[K+:38].[K+:38].[Cl:1][C:2]1[CH:10]=[C:9]2[C:5]([C:6]([C:11]([O:13][CH3:14])=[O:12])=[CH:7][NH:8]2)=[CH:4][C:3]=1[C:24]1[CH:32]=[CH:31][C:27]2[CH2:28][CH2:29][O:30][C:26]=2[CH:25]=1 |f:2.3.4.5,8.9.10.11,13.14.15.16|. Procedure: A 0.25M solution of 6-bromo-2,3-dihydrobenzofuran was prepared in dioxane. A 0.30M solution of methyl 6-chloro-5-(5,5-dimethyl-1,3,2-dioxaborinan-2-yl)-1H-indole-3-carboxylate was also prepared in dioxane. Lastly, a 1.00M solution of K3PO4 was prepared in water. In a vial was added 400 uL of the 0.30M dioxane solution of 6-bromo-2,3-dihydrobenzofuran (100 umol, 1.00 eq). 400 uL of the 0.25M dioxane solution of methyl 6-chloro-5-(5,5-dimethyl-1,3,2-dioxaborinan-2-yl)-1H-indole-3-carboxylate (120 ... The reactants are BrC1=C(C(=C(C(=C1F)F)F)F)F (bromopentafluorobenzene), [Mg] (magnesium), C(C)O[Si](OCC)(OCC)OCC (tetraethoxysilane). Run in CCOCC (Et2O), C(C)OCC (diethylether). Run at temperature 35 celsius, time 16 hour. The product is FC1=C(C(=C(C(=C1[Si](OCC)(OCC)C1=C(C(=C(C(=C1F)F)F)F)F)F)F)F)F (di(pentafluorophenyl)diethoxysilane). As a reaction SMILES: Br[C:2]1[C:7]([F:8])=[C:6]([F:9])[C:5]([F:10])=[C:4]([F:11])[C:3]=1[F:12].[Mg].C(O[Si:17]([O:24][CH2:25][CH3:26])([O:21][CH2:22][CH3:23])OCC)C>CCOCC>[F:8][C:7]1[C:2]([Si:17]([C:2]2[C:3]([F:12])=[C:4]([F:11])[C:5]([F:10])=[C:6]([F:9])[C:7]=2[F:8])([O:21][CH2:22][CH3:23])[O:24][CH2:25][CH3:26])=[C:3]([F:12])[C:4]([F:11])=[C:5]([F:10])[C:6]=1[F:9]. Procedure details: 265.2 mL (1.95 mol, 525.353 g) bromopentafluorobenzene, 52.11 g (2.144 mol) magnesium powder and 216 mL (0.975 mol, 203.025 g) tetraethoxysilane are mixed together at room temperature and diethylether is added dropwise to the vigorously stirred solution until an exothermic reaction is observed (˜240 ML). The solution is stirred for 30 minutes after which additional 90 mL of Et2O is carefully added. After stirring at 35° C. for 16 h the mixture is cooled to room temperature and diethylether evapo...